This data is from the Open Reaction Database (ORD), a public repository of structured organic reaction records. The task is: describe an organic reaction: reactants, conditions, products, and yield Reactants: C1CCOC1, O=C(O)c1cccc(-c2cnc3oc(-c4ccc(F)cc4)cc3c2)c1, O=C1CCC(=O)N1Br, CN(C)C=O. The product is O=C(O)c1cccc(-c2cnc3oc(-c4ccc(F)cc4)c(Br)c3c2)c1. As a reaction SMILES: [CH2:39]1[O:40][CH2:41][CH2:42][CH2:43]1.[F:9][c:10]1[cH:11][cH:12][c:13](-[c:16]2[cH:17][c:18]3[c:19]([n:20][cH:21][c:22](-[c:24]4[cH:25][c:26]([C:27](=[O:28])[OH:29])[cH:30][cH:31][cH:32]4)[cH:23]3)[o:33]2)[cH:14][cH:15]1.[O:1]=[C:2]1[N:3]([Br:8])[C:4](=[O:5])[CH2:6][CH2:7]1.[O:34]=[CH:35][N:36]([CH3:37])[CH3:38]>>[Br:8][c:17]1[c:16](-[c:13]2[cH:12][cH:11][c:10]([F:9])[cH:15][cH:14]2)[o:33][c:19]2[c:18]1[cH:23][c:22](-[c:24]1[cH:25][c:26]([C:27](=[O:28])[OH:29])[cH:30][cH:31][cH:32]1)[cH:21][n:20]2. Starting materials: C[Si](C)(C)C#C (trimethylsilylacetylene), CS(=O)(=O)OC1CCC2(OCCO2)CC1 (8-methylsulfonyloxy-1,4-dioxaspiro[4.5]decane), [H-].[Na+] (sodium hydride). The solvent is O1CCCC1 (tetrahydrofuran), O1CCCC1 (tetrahydrofuran), O1CCCC1 (tetrahydrofuran). Run at temperature 0 celsius. Yields the product C[Si](C)(C)C#CC1CCC2(OCCO2)CC1 (8-trimethylsilylethynyl-1,4-dioxaspiro[4.5]decane). RXN SMILES: [H-].[Na+].[CH3:3][Si:4]([C:7]#[CH:8])([CH3:6])[CH3:5].CS(O[CH:14]1[CH2:23][CH2:22][C:17]2([O:21][CH2:20][CH2:19][O:18]2)[CH2:16][CH2:15]1)(=O)=O>O1CCCC1>[CH3:3][Si:4]([C:7]#[C:8][CH:14]1[CH2:23][CH2:22][C:17]2([O:21][CH2:20][CH2:19][O:18]2)[CH2:16][CH2:15]1)([CH3:6])[CH3:5] |f:0.1|. Procedure: Under a nitrogen atmosphere, a mixture of 3.2 grams (0.08 mole) of sodium hydride (60% in mineral oil) in 25 mL of tetrahydrofuran is stirred, and a solution of 7.9 grams (0.08 mole) of trimethylsilylacetylene in 15 mL of tetrahydrofuran is added dropwise. Upon completion of addition, the reaction mixture is stirred at ambient temperature for about one hour. The reaction mixture is then cooled to 0° C., and a solution of 18.9 grams (0.08 mole) of 8-methylsulfonyloxy-1,4-dioxaspiro[4.5]decane in ... The reactants are COC=1C=C(C=CC1OC=1C(=C2C=CC=NC2=CC1)[N+](=O)[O-])CC(=O)OCC (Ethyl 2-(3-methoxy-4-(5-nitroquinolin-6-yloxy)phenyl)acetate). Reagents/catalysts: [Pd] (Pd/C). Run in CCO (EtOH). Conditions: time 6 hour. Product: NC1=C2C=CC=NC2=CC=C1OC1=C(C=C(C=C1)CC(=O)OCC)OC (Ethyl 2-(4-(5-aminoquinolin-6-yloxy)-3-methoxyphenyl)acetate). RXN SMILES: [CH3:1][O:2][C:3]1[CH:4]=[C:5]([CH2:23][C:24]([O:26][CH2:27][CH3:28])=[O:25])[CH:6]=[CH:7][C:8]=1[O:9][C:10]1[C:11]([N+:20]([O-])=O)=[C:12]2[C:17](=[CH:18][CH:19]=1)[N:16]=[CH:15][CH:14]=[CH:13]2>CCO.[Pd]>[NH2:20][C:11]1[C:10]([O:9][C:8]2[CH:7]=[CH:6][C:5]([CH2:23][C:24]([O:26][CH2:27][CH3:28])=[O:25])=[CH:4][C:3]=2[O:2][CH3:1])=[CH:19][CH:18]=[C:17]2[C:12]=1[CH:13]=[CH:14][CH:15]=[N:16]2. Procedure: Pd/C (30 mg) was added to 24.3 (310 mg) in EtOH (10 mL). The mixture was stirred under hydrogen at room temperature for 6 h. The catalyst was removed by filtration through celite. The filtrate was concentrated under vacuum to give 24.4. MS ESI (pos.) m/z: 353.1 (M+H). Starting materials: COc1ccc(-n2cn[nH]c2=O)cc1, CC(O)C1(c2ccc(F)cc2F)CO1. Product: COc1ccc(-n2cnn(C(C)C3(c4ccc(F)cc4F)CO3)c2=O)cc1. Reaction SMILES: [CH3:15][O:16][c:17]1[cH:18][cH:19][c:20](-[n:23]2[c:24](=[O:28])[nH:25][n:26][cH:27]2)[cH:21][cH:22]1.[F:1][c:2]1[c:3]([C:9]2([CH:12]([CH3:13])[OH:14])[O:10][CH2:11]2)[cH:4][cH:5][c:6]([F:8])[cH:7]1>>[F:1][c:2]1[c:3]([C:9]2([CH:12]([CH3:13])[n:25]3[c:24](=[O:28])[n:23](-[c:20]4[cH:19][cH:18][c:17]([O:16][CH3:15])[cH:22][cH:21]4)[cH:27][n:26]3)[O:10][CH2:11]2)[cH:4][cH:5][c:6]([F:8])[cH:7]1. Starting materials: NC1=CC(=NC=C1)Cl (4-amino-2-chloropyridine), C(CC)=O (propionaldehyde), ClC(C)Cl (dichloroethane), C(C)(=O)O[BH-](OC(C)=O)OC(C)=O.[Na+] (sodium triacetoxyborohydride), C(CC)=O (propionaldehyde), C(C)(=O)O[BH-](OC(C)=O)OC(C)=O.[Na+] (sodium triacetoxyborohydride), [BH4-].[Na+] (sodium borohydride). The reagents and catalysts are C(C)(=O)O (acetic acid). Run in ClCCl (dichloromethane). Reaction conditions: temperature 50 celsius. Product: ClC1=NC=CC(=C1)N(CCC)CCC (2-Chloro-N,N-dipropylpyridin-4-amine). Isolated yield 38.0%. Reaction SMILES: [NH2:1][C:2]1[CH:7]=[CH:6][N:5]=[C:4]([Cl:8])[CH:3]=1.[CH:9](=O)[CH2:10][CH3:11].C(O[BH-](O[C:23](=O)[CH3:24])OC(=O)C)(=O)C.[Na+].[BH4-].[Na+].Cl[CH:30](Cl)C>C(O)(=O)C.ClCCl>[Cl:8][C:4]1[CH:3]=[C:2]([N:1]([CH2:30][CH2:23][CH3:24])[CH2:9][CH2:10][CH3:11])[CH:7]=[CH:6][N:5]=1 |f:2.3,4.5|. Procedure details: A mixture of 0.65 g (5.1 mmol) of 4-amino-2-chloropyridine and 1.8 mL (25 mmol) of propionaldehyde in 5 mL of dichloroethane was treated with two drops of glacial acetic acid and 3.2 g (15 mmol) of sodium triacetoxyborohydride. The mixture was heated to 50° C. for 1 h and an additional 0.9 mL (12.5 mmol) of propionaldehyde and 1.6 g (7.5 mmol) of sodium triacetoxyborohydride was added. The mixture was heated at 50° C. for an additional 36 h. The reaction was cooled to room temperature and 0.15 g...